From a dataset of the Open Reaction Database (ORD), a public repository of structured organic reaction records. describe an organic reaction: reactants, conditions, products, and yield Reactants: Cl.O1CCOCC1 (HCl dioxane), ester, [N+](=O)([O-])C1=CC=C(C=CC(=O)O)C=C1 (p-nitro cinnamic acid). The reagents and catalysts are [Zn] (zinc), [Zn] (zinc). Run in C(C)(=O)O (acetic acid), O1CCOCC1 (dioxane). Run at temperature 40 celsius, time 3 hour. Product: ester, NC1=CC=C(C=CC(=O)O)C=C1 (p-aminocinnamic acid). Isolated yield 322.6%. RXN SMILES: [N+:1]([C:4]1[CH:14]=[CH:13][C:7]([CH:8]=[CH:9][C:10]([OH:12])=[O:11])=[CH:6][CH:5]=1)([O-])=O.Cl.O1CCOCC1>C(O)(=O)C.O1CCOCC1.[Zn]>[NH2:1][C:4]1[CH:5]=[CH:6][C:7]([CH:8]=[CH:9][C:10]([OH:12])=[O:11])=[CH:13][CH:14]=1 |f:1.2|. Reported procedure: Cycloartenyl ester of p-nitro cinnamic acid (160.0 g, 0.266 mole) prepared according to the procedure of Example 101 was suspended in a mixture of acetic acid (1.5 l) and dioxane (1.5 l). To the suspension were added 6N-HCl-dioxane (95 ml) and zinc powder (80 g) and the mixture was stirred at 40° C. for 3 hours. After the reaction, zinc powder was removed by filtration. The filtrate was concentrated under reduced pressure, and the residue was extracted with chloroform. The extracts were washed s... Reactants: CN1CCN(c2cccc3ccc(C(=O)OCc4ccccc4)cc23)CC1, CCO. The product is CN1CCN(c2cccc3ccc(C(=O)O)cc23)CC1. RXN SMILES: [CH2:1]([c:2]1[cH:3][cH:4][cH:5][cH:6][cH:7]1)[O:8][C:9](=[O:10])[c:11]1[cH:12][c:13]2[c:14]([N:21]3[CH2:22][CH2:23][N:24]([CH3:27])[CH2:25][CH2:26]3)[cH:15][cH:16][cH:17][c:18]2[cH:19][cH:20]1.[CH3:28][CH2:29][OH:30]>>[O:8]=[C:9]([OH:10])[c:11]1[cH:12][c:13]2[c:14]([N:21]3[CH2:22][CH2:23][N:24]([CH3:27])[CH2:25][CH2:26]3)[cH:15][cH:16][cH:17][c:18]2[cH:19][cH:20]1. The reactants are C(C)(=O)C1=C(C(C(=O)O)=CC(=C1)CC)O (3-acetyl-5-ethylsalicylic acid), C1(CCCCC1)N=C=NC1CCCCC1 (N,N'-dicyclohexylcarbodiimide), NC1=NN=NN1 (5-aminotetrazole). The solvent is N1=CC=CC=C1 (pyridine). Reaction conditions: temperature 25 celsius, time 1 hour. The product is C(C)(=O)C=1C(=C(C(=O)NC2=NN=NN2)C=C(C1)CC)O (3-acetyl-5-ethyl-2-hydroxy-N-(tetrazol-5-yl)benzamide). Isolated yield 48.7%. Reaction SMILES: [C:1]([C:4]1[CH:12]=[C:11]([CH2:13][CH3:14])[CH:10]=[C:6]([C:7](O)=[O:8])[C:5]=1[OH:15])(=[O:3])[CH3:2].C1(N=C=NC2CCCCC2)CCCCC1.[NH2:31][C:32]1[NH:36][N:35]=[N:34][N:33]=1>N1C=CC=CC=1>[C:1]([C:4]1[C:5]([OH:15])=[C:6]([CH:10]=[C:11]([CH2:13][CH3:14])[CH:12]=1)[C:7]([NH:31][C:32]1[NH:36][N:35]=[N:34][N:33]=1)=[O:8])(=[O:3])[CH3:2]. Procedure: A mixture of 3-acetyl-5-ethylsalicylic acid (55.0 g) and N,N'-dicyclohexylcarbodiimide (60.1 g) in dry pyridine (550 ml) was stirred at 25° C. for one hour. Anhydrous 5-aminotetrazole (24.7 g) was then added to the mixture, and stirring was continued at 60° C. for 24 hours. The pyridine was removed in vacuo, and the residue was treated with aqeuous ammonia solution (2N; 500 ml). The resulting slurry was stirred at between 90° and 100° C. for 15 minutes. The insoluble N,N'-dicyclohexylurea was fi... Starting materials: NC1=C(C#N)C=CC(=C1)N1CCOCC1 (2-amino-4-(morpholin-4-yl)benzonitrile), P12(=S)SP3(=S)SP(=S)(S1)SP(=S)(S2)S3 (phosphorus pentasulfide), C(CN)N (ethylenediamine). Conditions: temperature 140 celsius, time 16 hour. Product: N1C(=NCC1)C1=C(C=C(C=C1)N1CCOCC1)N ([2-(4,5-dihydro-1H-imidazol-2-yl)-5-(morpholin-4-yl)phenyl]amine). Yield: 83.5%. RXN SMILES: [NH2:1][C:2]1[CH:9]=[C:8]([N:10]2[CH2:15][CH2:14][O:13][CH2:12][CH2:11]2)[CH:7]=[CH:6][C:3]=1[C:4]#[N:5].P12(SP3(SP(SP(S3)(S1)=S)(=S)S2)=S)=S.[CH2:30](N)[CH2:31][NH2:32]>>[NH:5]1[CH2:30][CH2:31][N:32]=[C:4]1[C:3]1[CH:6]=[CH:7][C:8]([N:10]2[CH2:11][CH2:12][O:13][CH2:14][CH2:15]2)=[CH:9][C:2]=1[NH2:1]. Reported procedure: To a solution of 2-amino-4-(morpholin-4-yl)benzonitrile 3.65 g (18.0 mmol) in ethylenediamine 20mL was added phosphorus pentasulfide 4.00 mg (0.018 mmol) and stirred at 140° C. for 16 hours. After cooling to room temperature, the solvent was evaporated. The residue was washed with water and diethyl ether to give the title compound 3.70 g as off-white solid. Yield 83.5%. Starting materials: Cl (hydrochloric acid), Cl (hydrochloric acid), C(C(=O)OCC)(=O)OCC (diethyl oxalate), CN1N=NN=C1S (1-methyl-1H-tetrazole-5-thiol), layer, C(CCC)[Li] (n-butyllithium). Run in O1CCCC1 (tetrahydrofuran), O1CCCC1 (tetrahydrofuran), O1CCCC1 (tetrahydrofuran). Conditions: time 40 minute. Product: C(=O)(C(=O)OCC)CN1N=NN=C1S (1-ethoxalylmethyl-1H-tetrazole-5-thiol). Isolated yield 80.1%. RXN SMILES: [CH3:1][N:2]1[C:6]([SH:7])=[N:5][N:4]=[N:3]1.C([Li])CCC.[C:13](OCC)(=[O:19])[C:14]([O:16][CH2:17][CH3:18])=[O:15].Cl>O1CCCC1>[C:13]([CH2:1][N:2]1[C:6]([SH:7])=[N:5][N:4]=[N:3]1)([C:14]([O:16][CH2:17][CH3:18])=[O:15])=[O:19]. Procedure details: A solution of 1-methyl-1H-tetrazole-5-thiol (23 g) in dry tetrahydrofuran (80 ml) was added over 20 minutes with stirring under dry nitrogen atmosphere to a n-butyllithium (250 ml, 15% in hexane) solution in dry tetrahydrofuran (250 ml) precooled to -15° to -10° C. After stirring at the same temperature for 40 minutes, the mixture was cooled to -60°±5° C. and thereto was added dropwise a solution of diethyl oxalate (28.95 g) in dry tetrahydrofuran (80 ml) over 30 min. The reaction mixture was st... Reactants: ClC=1C=C(C=CC1)B1OC(C)(C)C(C)(C)O1 (3-chlorophenylboronic acid pinacol ester), C([O-])([O-])=O.[Cs+].[Cs+] (cesium carbonate), COC(=O)C=1C=NC=C(C1)Br (methyl-5-bromo-pyridine-3-carboxylate). The reagents and catalysts are C=1C=CC(=CC1)[P](C=2C=CC=CC2)(C=3C=CC=CC3)[Pd]([P](C=4C=CC=CC4)(C=5C=CC=CC5)C=6C=CC=CC6)([P](C=7C=CC=CC7)(C=8C=CC=CC8)C=9C=CC=CC9)[P](C=1C=CC=CC1)(C=1C=CC=CC1)C=1C=CC=CC1 (Pd(PPh3)4). The solvent is C(OC)COC (dimethoxyethane). Yields the product COC(C1=CN=CC(=C1)C1=CC(=CC=C1)Cl)=O (5-(3-Chloro-phenyl)-nicotinic acid methyl ester). The yield is 80.5%. RXN SMILES: [Cl:1][C:2]1[CH:3]=[C:4](B2OC(C)(C)C(C)(C)O2)[CH:5]=[CH:6][CH:7]=1.C(=O)([O-])[O-].[Cs+].[Cs+].[CH3:23][O:24][C:25]([C:27]1[CH:28]=[N:29][CH:30]=[C:31](Br)[CH:32]=1)=[O:26]>C(COC)OC.C1C=CC([P]([Pd]([P](C2C=CC=CC=2)(C2C=CC=CC=2)C2C=CC=CC=2)([P](C2C=CC=CC=2)(C2C=CC=CC=2)C2C=CC=CC=2)[P](C2C=CC=CC=2)(C2C=CC=CC=2)C2C=CC=CC=2)(C2C=CC=CC=2)C2C=CC=CC=2)=CC=1>[CH3:23][O:24][C:25](=[O:26])[C:27]1[CH:32]=[C:31]([C:4]2[CH:5]=[CH:6][CH:7]=[C:2]([Cl:1])[CH:3]=2)[CH:30]=[N:29][CH:28]=1 |f:1.2.3,^1:43,45,64,83|. Procedure: 104 mg (0.09 mmol)Pd(PPh3)4, 1.5 g (6.29 mmol) of 3-chlorophenylboronic acid pinacol ester 2.86 ml (8.58 mmol) and 3M cesium carbonate solution were added under argon at room temperature to a solution of 1.24 g (5.72 mmol) methyl-5-bromo-pyridine-3-carboxylate in 45 ml dimethoxyethane and the mixture was heated to reflux for 30 min. The reaction mixture was cooled to room temperature and evaporated. The residue was taken up with ethyl acetate, washed with water, dried over sodium sulphate and ev...